From a dataset of the Open Reaction Database (ORD), a public repository of structured organic reaction records. describe an organic reaction: reactants, conditions, products, and yield Starting materials: O=C([O-])O, CN(C)C=O, CCOC(C)=O, [H-], [Na+], [Na+], O=S(=O)(Cl)c1ccccc1, O=Cc1cccc2[nH]ccc12. The product is O=Cc1cccc2c1ccn2S(=O)(=O)c1ccccc1. Reaction SMILES: [C:24](=[O:25])([O-:26])[OH:27].[CH3:29][N:30]([CH3:31])[CH:32]=[O:33].[CH3:34][CH2:35][O:36][C:37](=[O:38])[CH3:39].[H-:12].[Na+:13].[Na+:28].[c:14]1([S:20](=[O:21])(=[O:22])[Cl:23])[cH:15][cH:16][cH:17][cH:18][cH:19]1.[nH:1]1[cH:2][cH:3][c:4]2[c:5]([CH:10]=[O:11])[cH:6][cH:7][cH:8][c:9]12>>[n:1]1([S:20]([c:14]2[cH:15][cH:16][cH:17][cH:18][cH:19]2)(=[O:21])=[O:22])[cH:2][cH:3][c:4]2[c:5]([CH:10]=[O:11])[cH:6][cH:7][cH:8][c:9]12.